This data is from the Open Reaction Database (ORD), a public repository of structured organic reaction records. The task is: describe an organic reaction: reactants, conditions, products, and yield Starting materials: BrC1=CC=C(C(=O)Cl)C=C1 (4-bromobenzoyl chloride), Cl.Cl.N1(N=CN=C1)CCN (1H-1,2,4-triazole-1-ethanamine dihydrochloride), [OH-].[Na+] (sodium hydroxide), [OH-].[Na+] (sodium hydroxide). Run in C(Cl)Cl (methylene chloride), C(Cl)Cl (methylene chloride). Run at time 8 hour. Product: BrC1=CC=C(C(=O)NCCN2N=CN=C2)C=C1 (4-Bromo-N-[2-(1H-1,2,4-triazol-1-yl)ethyl]benzamide). RXN SMILES: [Br:1][C:2]1[CH:10]=[CH:9][C:5]([C:6](Cl)=[O:7])=[CH:4][CH:3]=1.Cl.Cl.[N:13]1([CH2:18][CH2:19][NH2:20])[CH:17]=[N:16][CH:15]=[N:14]1.[OH-].[Na+]>C(Cl)Cl>[Br:1][C:2]1[CH:10]=[CH:9][C:5]([C:6]([NH:20][CH2:19][CH2:18][N:13]2[CH:17]=[N:16][CH:15]=[N:14]2)=[O:7])=[CH:4][CH:3]=1 |f:1.2.3,4.5|. Procedure details: A mixture of about 2.2 g of 4-bromobenzoyl chloride, about 1.85 g of 1H-1,2,4-triazole-1-ethanamine dihydrochloride, about 30 ml of approximately 1N sodium hydroxide and about 75 ml of methylene chloride was stirred overnight, then about 5 ml of approximately 1N sodium hydroxide and about 75 ml of methylene chloride were added. The layers were separated and the organic layer was concentrated to remove the solvent. The crystalline residue was washed onto a filter with ether giving the desired pro... The reactants are CC(C)=CCC\C(\C)=C\CO (Geraniol), C1(=CC(O)=CC(CCCCC)=C1)O (olivetol). Run in C(Cl)(Cl)Cl (chloroform), C1(=CC=C(C=C1)S(=O)(=O)O)C (p-toluenesulfonic acid). Reaction conditions: time 12 hour. Yields the product C\C(=C/CC1=C(C=C(C=C1O)CCCCC)O)\CCC=C(C)C (2-[(2E)-3,7-dimethylocta-2,6-dienyl]-5-pentyl-benzene-1,3-diol). RXN SMILES: [CH3:1][C:2](=[CH:4][CH2:5][CH2:6]/[C:7](=[CH:9]/[CH2:10]O)/[CH3:8])[CH3:3].[C:12]1([OH:24])[CH:23]=[C:17]([CH2:18][CH2:19][CH2:20][CH2:21][CH3:22])[CH:16]=[C:14]([OH:15])[CH:13]=1>C(Cl)(Cl)Cl.C1(C)C=CC(S(O)(=O)=O)=CC=1>[CH3:8]/[C:7](/[CH2:6][CH2:5][CH:4]=[C:2]([CH3:3])[CH3:1])=[CH:9]\[CH2:10][C:13]1[C:12]([OH:24])=[CH:23][C:17]([CH2:18][CH2:19][CH2:20][CH2:21][CH3:22])=[CH:16][C:14]=1[OH:15]. Procedure details: Geraniol (3 g, 0.0194 mol) and olivetol (2 g, 0.0111 mol) were dissolved in 400 mL of chloroform containing 80 mg of p-toluenesulfonic acid as catalyst and the reaction mixture was stirred at room temperature for 12 h in the dark. After 12 hours, the reaction mixture was washed with saturated sodium bicarbonate (400 mL) and then with H2O (400 mL). The chloroform layer was concentrated at 40 C under reduced pressure, and the residue obtained was chromatographed on a 2.0 cm×25 cm silica gel column... Starting materials: COC(C1=CC(=C(C=C1)OC1CC(C1)(F)F)Br)=O (3-Bromo-4-(3,3-difluoro-cyclobutoxy)-benzoic acid methyl ester), ClC=1C=C(C=CC1OC)B(O)O (3-chloro-4-methoxyphenylboronic acid), C(=O)([O-])[O-].[K+].[K+] (K2CO3), C1(=CC=CC=C1)P(C1=CC=CC=C1)C1=CC=CC=C1 (triphenylphosphine). Reagents/catalysts: C(C)(=O)[O-].[Pd+2].C(C)(=O)[O-] (palladium(II)acetate). Run in CN(C)C=O (DMF), O (water), O (water). Conditions: temperature 120 celsius, time 2 hour. The product is COC(=O)C=1C=C(C(=CC1)OC1CC(C1)(F)F)C1=CC(=C(C=C1)OC)Cl (3′-Chloro-6-(3,3-difluoro-cyclobutoxy)-4′-methoxy-biphenyl-3-carboxylic acid methyl ester). The yield is 50.3%. As a reaction SMILES: [CH3:1][O:2][C:3](=[O:18])[C:4]1[CH:9]=[CH:8][C:7]([O:10][CH:11]2[CH2:14][C:13]([F:16])([F:15])[CH2:12]2)=[C:6](Br)[CH:5]=1.[Cl:19][C:20]1[CH:21]=[C:22](B(O)O)[CH:23]=[CH:24][C:25]=1[O:26][CH3:27].C([O-])([O-])=O.[K+].[K+].C1(P(C2C=CC=CC=2)C2C=CC=CC=2)C=CC=CC=1>C([O-])(=O)C.[Pd+2].C([O-])(=O)C.O.CN(C=O)C>[CH3:1][O:2][C:3]([C:4]1[CH:5]=[C:6]([C:22]2[CH:23]=[CH:24][C:25]([O:26][CH3:27])=[C:20]([Cl:19])[CH:21]=2)[C:7]([O:10][CH:11]2[CH2:14][C:13]([F:16])([F:15])[CH2:12]2)=[CH:8][CH:9]=1)=[O:18] |f:2.3.4,6.7.8|. Reported procedure: 150 mg of 3-Bromo-4-(3,3-difluoro-cyclobutoxy)-benzoic acid methyl ester, 113 mg of 3-chloro-4-methoxyphenylboronic acid, 129 mg K2CO3, 10 mg of palladium(II)acetate, and 25 mg of triphenylphosphine were dissolved using 10 ml of DMF and 0.5 ml of water. The reaction mixture was stirred at 120° C. for 2 h, then cooled to room temperature, 50 ml of water added and extracted three times using 30 ml of EA each. The organic layer was dried using MgSO4 and volatiles were evaporated. Chromatography on ... RXN SMILES: Br[C:2](=[CH:6]OCC)[C:3](=[O:5])[CH3:4].Cl.[OH:11][CH2:12][C:13]([NH2:15])=[NH:14].CN(C)C(N(C)C)=N>CC(C)=O>[OH:11][CH2:12][C:13]1[NH:14][CH:6]=[C:2]([C:3](=[O:5])[CH3:4])[N:15]=1 |f:1.2|. Run in CC(=O)C (acetone). Reactants: BrC(C(C)=O)=COCC (3-bromo-4-ethoxy-3-buten-2-one), CN(C(=N)N(C)C)C (1,1,3,3-tetramethylguanidine), 5.53, Cl.OCC(=N)N (hydroxyacetamidine hydrochloride). The yield is 21.0%. The product is OCC=1NC=C(N1)C(C)=O (2-hydroxymethyl-4-acetylimidazole). Procedure: 9.7 g (0.05 mol) of 3-bromo-4-ethoxy-3-buten-2-one was combined with 5.53 (0.05 mol) of hydroxyacetamidine hydrochloride in 100 ml acetone to form a slurry. To the slurry at 25° was added 11.5 g (0.1 mol) of 1,1,3,3-tetramethylguanidine over a period of 5 minutes. After stirring for 48 hours the slurry was filtered and the mother liquors were concentrated in vacuo to an oil which was chromatographed on silica gel 60 (E. Merck) using chloroform as eluent to give 1.48 g (21%) of 2-hydroxymethyl-4-... Reaction conditions: time 48 hour. Starting materials: C[S-], CN(C)P(=O)(N(C)C)N(C)C, Cc1c(Cl)cccc1Cl, CI, [Na+], O. Yields the product CSc1cccc(Cl)c1C. As a reaction SMILES: [CH3:10][S-:11].[CH3:16][N:17]([P:18]([N:19]([CH3:20])[CH3:21])([N:22]([CH3:23])[CH3:24])=[O:25])[CH3:26].[Cl:1][c:2]1[c:3]([CH3:9])[c:4]([Cl:8])[cH:5][cH:6][cH:7]1.[I:13][CH3:14].[Na+:12].[OH2:15]>>[Cl:1][c:2]1[c:3]([CH3:9])[c:4]([S:11][CH3:10])[cH:5][cH:6][cH:7]1. Reactants: NC1=C(C(=O)NCCN2CCC(CC2)N2C(NC3=C2C=CC(=C3)Cl)=O)C=CC(=C1)F (2-amino-N-{2-[4-(5-chloro-2,3-dihydro-2-oxo-1H-benzimidazol-1yl)-1-piperidinyl]ethyl}-4-fluorobenzamide), C(C)(=O)OC(C)=O (acetic acid anhydride), [OH-].[NH4+] (ammonium hydroxide). Solvent: O (water). Conditions: time 30 minute. Yields the product C(C)(=O)NC1=C(C(=O)NCCN2CCC(CC2)N2C(NC3=C2C=CC(=C3)Cl)=O)C=CC(=C1)F (2-(acetylamino)-N-{2-[4-(5-chloro-2,3-dihydro-2-oxo-1H-benzimidazol-1-yl)-1-piperidinyl]ethyl}-4-fluorobenzamide). Reaction SMILES: [NH2:1][C:2]1[CH:29]=[C:28]([F:30])[CH:27]=[CH:26][C:3]=1[C:4]([NH:6][CH2:7][CH2:8][N:9]1[CH2:14][CH2:13][CH:12]([N:15]2[C:19]3[CH:20]=[CH:21][C:22]([Cl:24])=[CH:23][C:18]=3[NH:17][C:16]2=[O:25])[CH2:11][CH2:10]1)=[O:5].[C:31](OC(=O)C)(=[O:33])[CH3:32].[OH-].[NH4+]>O>[C:31]([NH:1][C:2]1[CH:29]=[C:28]([F:30])[CH:27]=[CH:26][C:3]=1[C:4]([NH:6][CH2:7][CH2:8][N:9]1[CH2:14][CH2:13][CH:12]([N:15]2[C:19]3[CH:20]=[CH:21][C:22]([Cl:24])=[CH:23][C:18]=3[NH:17][C:16]2=[O:25])[CH2:11][CH2:10]1)=[O:5])(=[O:33])[CH3:32] |f:2.3|. Procedure: A mixture of 0.8 parts of 2-amino-N-{2-[4-(5-chloro-2,3-dihydro-2-oxo-1H-benzimidazol-1yl)-1-piperidinyl]ethyl}-4-fluorobenzamide, 1 part of acetic acid anhydride and 10 parts of water is stirred for 30 minutes in a water-bath at 80°-90° C. The reaction mixture is cooled, alkalized with ammonium hydroxide and the product is extracted with trichloromethane. The extract is dried, filtered and evaporated. The residue is purified by column-chromatography over silica gel using a mixture of trichlorom... Procedure: The cross coupling reaction of (2RS,4R)-6-bromo-6′,6′-difluoro-2-phenyl-6′,7′-dihydro-2′H-spiro[chroman-4,5′-[1,4]oxazepin]-3′-amine (intermediate C3.4) with pyrimidin-5-ylboronic acid yielded the title compound (12% yield). MS (ISP): m/z=423.0 [M+H]+. Reaction SMILES: Br[C:2]1[CH:3]=[C:4]2[C@@:11]3([C:17]([F:19])([F:18])[CH2:16][O:15][CH2:14][C:13]([NH2:20])=[N:12]3)[CH2:10][CH:9]([C:21]3[CH:26]=[CH:25][CH:24]=[CH:23][CH:22]=3)[O:8][C:5]2=[CH:6][CH:7]=1.[N:27]1[CH:32]=[C:31](B(O)O)[CH:30]=[N:29][CH:28]=1>>[F:18][C:17]1([F:19])[CH2:16][O:15][CH2:14][C:13]([NH2:20])=[N:12][C@@:11]21[C:4]1[C:5](=[CH:6][CH:7]=[C:2]([C:31]3[CH:32]=[N:27][CH:28]=[N:29][CH:30]=3)[CH:3]=1)[O:8][CH:9]([C:21]1[CH:26]=[CH:25][CH:24]=[CH:23][CH:22]=1)[CH2:10]2. Starting materials: BrC=1C=C2C(=CC1)OC(C[C@@]21N=C(COCC1(F)F)N)C1=CC=CC=C1 ((2RS,4R)-6-bromo-6′,6′-difluoro-2-phenyl-6′,7′-dihydro-2′H-spiro[chroman-4,5′-[1,4]oxazepin]-3′-amine), N1=CN=CC(=C1)B(O)O (pyrimidin-5-ylboronic acid). Yield: 12.0%. Product: FC1([C@@]2(N=C(COC1)N)CC(OC1=CC=C(C=C12)C=1C=NC=NC1)C1=CC=CC=C1)F ((2RS,4R)-6′,6′-difluoro-2-phenyl-6-(pyrimidin-5-yl)-6′,7′-dihydro-2′H-spiro[chroman-4,5′-[1,4]oxazepin]-3′-amine). Starting materials: CC(=O)O, CC(=O)OC(C)=O, Cc1cc(C)c2c(c1C)OC(C)(C)C2c1ccccc1, O, O=[N+]([O-])O. Yields the product Cc1c(C)c([N+](=O)[O-])c(C)c2c1OC(C)(C)C2c1ccccc1. As a reaction SMILES: [CH3:1][C:2](=[O:3])[OH:4].[CH3:30][C:31]([O:32][C:33](=[O:34])[CH3:35])=[O:36].[CH3:9][C:10]1([CH3:28])[O:11][c:12]2[c:13]([c:21]([CH3:27])[cH:22][c:23]([CH3:26])[c:24]2[CH3:25])[CH:14]1[c:15]1[cH:16][cH:17][cH:18][cH:19][cH:20]1.[OH2:29].[OH:5][N+:6]([O-:7])=[O:8]>>[O-:5][N+:6](=[O:8])[c:22]1[c:21]([CH3:27])[c:13]2[c:12]([c:24]([CH3:25])[c:23]1[CH3:26])[O:11][C:10]([CH3:9])([CH3:28])[CH:14]2[c:15]1[cH:16][cH:17][cH:18][cH:19][cH:20]1. Starting materials: CCCC(=O)Cl, Nc1n[nH]c2cc(C(F)(F)F)ccc12, c1ccncc1. The product is CCCC(=O)Nc1n[nH]c2cc(C(F)(F)F)ccc12. As a reaction SMILES: [C:1]([CH2:2][CH2:3][CH3:4])(=[O:5])[Cl:6].[F:7][C:8]([c:9]1[cH:10][cH:11][c:12]2[c:13]([NH2:18])[n:14][nH:15][c:16]2[cH:17]1)([F:19])[F:20].[cH:21]1[cH:22][cH:23][n:24][cH:25][cH:26]1>>[C:1]([CH2:2][CH2:3][CH3:4])(=[O:5])[NH:18][c:13]1[c:12]2[cH:11][cH:10][c:9]([C:8]([F:7])([F:19])[F:20])[cH:17][c:16]2[nH:15][n:14]1.